This data is from the Open Reaction Database (ORD), a public repository of structured organic reaction records. The task is: describe an organic reaction: reactants, conditions, products, and yield Reaction conditions: temperature 2.5 celsius, time 30 minute. Starting materials: C(C1=CC=CC=C1)OC1=CC=C(C=C1)CC#N (p-Benzyloxyphenyl acetonitrile), CO (methanol), aqueous solution, [OH-].[Na+] (sodium hydroxide), PEG-400, C1(CCCCC1)=O (cyclohexanone). Yields the product C(#N)C(C1(CCCCC1)O)C1=CC=C(C=C1)OCC1=CC=CC=C1 (1-[cyano(p-benzyloxyphenyl)methyl]cyclohexanol). As a reaction SMILES: [CH2:1]([O:8][C:9]1[CH:14]=[CH:13][C:12]([CH2:15][C:16]#[N:17])=[CH:11][CH:10]=1)[C:2]1[CH:7]=[CH:6][CH:5]=[CH:4][CH:3]=1.CO.[OH-].[Na+].[C:22]1(=[O:28])[CH2:27][CH2:26][CH2:25][CH2:24][CH2:23]1>CCCCCC>[C:16]([CH:15]([C:12]1[CH:11]=[CH:10][C:9]([O:8][CH2:1][C:2]2[CH:3]=[CH:4][CH:5]=[CH:6][CH:7]=2)=[CH:14][CH:13]=1)[C:22]1([OH:28])[CH2:27][CH2:26][CH2:25][CH2:24][CH2:23]1)#[N:17] |f:2.3|. Isolated yield 83.4%. Procedure: p-Benzyloxyphenyl acetonitrile (100 g) and methanol (300 ml) was charged into flask Subsequently the reaction mixture was cooled to 0-5° C. and 10% aqueous solution of sodium hydroxide (180 g) and PEG-400 (10 ml) were added. The reaction mixture was then stirred for 30 min. and cyclohexanone (64 g) was added dropwise at 0-5° C. Subsequently, the reaction mass temperature was raised to 25-27° C. and stirred for 15 hours. After completion of the reaction hexane (600 ml) was added, the reaction mix... Run in CCCCCC (hexane). Reactants: C1(CCCCC1)NC1CCCCC1 (dicyclohexylamine), O=C(CC(=O)OC)CCCCCCCCCCC (methyl 3-oxotetradecanoate), [Li+].[OH-] (LiOH), Cl (HCl). Reagents/catalysts: CCN(CC)CC (NEt3). Run in hexanes, CO (MeOH). Run at time 18 hour. Yields the product O[C@@H](CC(=O)[O-])CCCCCCCCCCC.C1(CCCCC1)[NH2+]C1CCCCC1 (dicyclohexylammonium (R)-3-hydroxytetradecanoate). Isolated yield 90.8%. Reaction SMILES: [O:1]=[C:2]([CH2:8][CH2:9][CH2:10][CH2:11][CH2:12][CH2:13][CH2:14][CH2:15][CH2:16][CH2:17][CH3:18])[CH2:3][C:4]([O:6]C)=[O:5].Cl.[Li+].[OH-].[CH:22]1([NH:28][CH:29]2[CH2:34][CH2:33][CH2:32][CH2:31][CH2:30]2)[CH2:27][CH2:26][CH2:25][CH2:24][CH2:23]1>CO.CCN(CC)CC>[OH:1][C@H:2]([CH2:8][CH2:9][CH2:10][CH2:11][CH2:12][CH2:13][CH2:14][CH2:15][CH2:16][CH2:17][CH3:18])[CH2:3][C:4]([O-:6])=[O:5].[CH:29]1([NH2+:28][CH:22]2[CH2:23][CH2:24][CH2:25][CH2:26][CH2:27]2)[CH2:30][CH2:31][CH2:32][CH2:33][CH2:34]1 |f:2.3,7.8|. Procedure: A solution of methyl 3-oxotetradecanoate (19 g, 0.074 mol) in MeOH (100 mL) was degassed by sparging with argon (15 min). [(R)-Ru(Binap)Cl]2.NEt3 catalyst (0.187 g, 0.111 mmol) and 2 N aqueous HCl (0.5 mL) were added and the resulting mixture was hydrogenated at 60 psig and 40-50° C. for 18 h. The reaction was diluted with hexanes (250 mL), filtered through a short column of silica gel, and concentrated. The crude product was dissolved in tetrahydrofuran (THF; 200 mL), treated 2.4 N aqueous LiOH... Reactants: FC1=CC(=C(C=C1)NC=1C2=C(N=CN1)SC(=C2C)C(=O)O)O[C@@H]2COCC2 (4-{4-fluoro-2-[(S)-(tetrahydro-furan-3-yl)oxy]-phenylamino}-5-methyl-thieno[2,3-d]pyrimidine-6-carboxylic acid), CN1CCC(CC1)N (1-methyl-piperidin-4-ylamine). Product: CN1CCC(CC1)NC(=O)C1=C(C2=C(N=CN=C2NC2=C(C=C(C=C2)F)O[C@@H]2COCC2)S1)C (4-{4-Fluoro-2-[(S)-(tetrahydro-furan-3-yl)oxy]-phenylamino}-5-methyl-thieno[2,3-d]pyrimidine-6-carboxylic acid (1-methyl-piperidin-4-yl)-amide). Reaction SMILES: [F:1][C:2]1[CH:7]=[CH:6][C:5]([NH:8][C:9]2[C:10]3[C:17]([CH3:18])=[C:16]([C:19](O)=[O:20])[S:15][C:11]=3[N:12]=[CH:13][N:14]=2)=[C:4]([O:22][C@H:23]2[CH2:27][CH2:26][O:25][CH2:24]2)[CH:3]=1.[CH3:28][N:29]1[CH2:34][CH2:33][CH:32]([NH2:35])[CH2:31][CH2:30]1>>[CH3:28][N:29]1[CH2:34][CH2:33][CH:32]([NH:35][C:19]([C:16]2[S:15][C:11]3[N:12]=[CH:13][N:14]=[C:9]([NH:8][C:5]4[CH:6]=[CH:7][C:2]([F:1])=[CH:3][C:4]=4[O:22][C@H:23]4[CH2:27][CH2:26][O:25][CH2:24]4)[C:10]=3[C:17]=2[CH3:18])=[O:20])[CH2:31][CH2:30]1. Reported procedure: Prepared analogously to example 1.4 from 4-{4-fluoro-2-[(S)-(tetrahydro-furan-3-yl)oxy]-phenylamino}-5-methyl-thieno[2,3-d]pyrimidine-6-carboxylic acid and 1-methyl-piperidin-4-ylamine. The reactants are CC(C)(C)[O-], Cc1ccccc1, CCOC(=O)CCC(F)(F)CCC(=O)OCC, [K+]. Yields the product CCOC(=O)C1CC(F)(F)CCC1=O. As a reaction SMILES: [CH3:18][C:19]([O-:20])([CH3:21])[CH3:22].[CH3:24][c:25]1[cH:26][cH:27][cH:28][cH:29][cH:30]1.[F:1][C:2]([CH2:3][CH2:4][C:5](=[O:6])[O:7][CH2:8][CH3:9])([CH2:10][CH2:11][C:12]([O:14][CH2:13][CH3:15])=[O:16])[F:17].[K+:23]>>[F:1][C:2]1([F:17])[CH2:3][CH:4]([C:5](=[O:6])[O:7][CH2:8][CH3:9])[C:12](=[O:14])[CH2:11][CH2:10]1. The solvent is C(C=C)#N (acrylonitrile). Reaction conditions: temperature 120 celsius. Yields the product C1(C=2C(C(N1CCOCNC(C=C)=O)=O)=CC=CC2)=O (N-[(2-phthalimidoethoxy)methyl] acrylamide). The reactants are OCCC1=C2C(C(=O)NC2=O)=CC=C1 (2-hydroxyethyl phthalimide), CC(=C)C(=O)OC1C[C@H]2CC[C@@]1(C2(C)C)C (IBMA), C=1(C(=CC=CC1)S(=O)(=O)O)C (toluene sulfonic acid), CC(=C)C(=O)OC1C[C@H]2CC[C@@]1(C2(C)C)C (IBMA), OCNC(C=C)=O (N-(hydroxymethyl) acrylamide), COC1=CC=C(C=C1)O (MEHQ), 2-hydroxyethyl phthalimide ether. Reaction SMILES: OCC[C:4]1[CH:14]=[CH:13][CH:12]=[C:6]2[C:7]([NH:9][C:10](=[O:11])[C:5]=12)=[O:8].[CH3:15][C:16](C(OC1[C@@]2(C)C(C)(C)[C@H](CC2)C1)=O)=C.C1(C)C(S(O)(=O)=O)=CC=CC=1.COC1C=CC(O)=CC=1.[OH:51][CH2:52][NH:53][C:54](=[O:57])[CH:55]=[CH2:56]>C(#N)C=C>[C:7]1(=[O:8])[N:9]([CH2:15][CH2:16][O:51][CH2:52][NH:53][C:54](=[O:57])[CH:55]=[CH2:56])[C:10](=[O:11])[C:5]2=[CH:4][CH:14]=[CH:13][CH:12]=[C:6]12. Reported procedure: Approximately equimolar amounts of N-(2-hydroxyethyl phthalimide (about 5 molar percent excess) and dried IBMA were mixed together in a reaction flask with 0.5 weight percent toluene sulfonic acid, based on the weight of IBMA, and 200 ppm MEHQ added. The nearly dry blend was stirred and heated using an external oil bath. When the temperature reached 65° C., a rapid reaction ensued and the reaction mixture partially liquified. After a short period of time, the reaction rate (as evidenced by the i...